This data is from the Open Reaction Database (ORD), a public repository of structured organic reaction records. The task is: describe an organic reaction: reactants, conditions, products, and yield Reactants: CS(=O)(=O)NC=1C=C2C(C(N(C2=CC1)CC(=O)O)=O)=O (2-(5-(methylsulfonamido)-2,3-dioxoindolin-1-yl)acetic acid), ClC=1C=[N+](C=C(C1C[C@H](O)C1=CC(=C(C=C1)OC(F)F)OCC1CC1)Cl)[O-] ((S)-3,5-dichloro-4-(2-(3-(cyclopropylmethoxy)-4-(difluoromethoxy)phenyl)-2-hydroxyethyl)pyridine 1-oxide), C(CCl)Cl (EDC). The reagents and catalysts are CN(C)C=1C=CN=CC1 (DMAP), CN(C)C=1C=CN=CC1 (DMAP). The solvent is C(Cl)Cl (DCM). Run at time 8 hour. Yields the product ClC=1C=[N+](C=C(C1C[C@H](OC(CN1C(C(C2=CC(=CC=C12)NS(=O)(=O)C)=O)=O)=O)C1=CC(=C(C=C1)OC(F)F)OCC1CC1)Cl)[O-] ((S)-3,5-dichloro-4-(2-(3-(cyclopropylmethoxy)-4-(difluoromethoxy)-phenyl)-2-(2-(5-(methylsulfonamido)-2,3-dioxoindolin-1-yl)acetoxy)ethyl)pyridine 1-oxide). The yield is 4.3%. Reaction SMILES: [CH3:1][S:2]([NH:5][C:6]1[CH:7]=[C:8]2[C:12](=[CH:13][CH:14]=1)[N:11]([CH2:15][C:16]([OH:18])=[O:17])[C:10](=[O:19])[C:9]2=[O:20])(=[O:4])=[O:3].[Cl:21][C:22]1[CH:23]=[N+:24]([O-:47])[CH:25]=[C:26]([Cl:46])[C:27]=1[CH2:28][C@@H:29]([C:31]1[CH:36]=[CH:35][C:34]([O:37][CH:38]([F:40])[F:39])=[C:33]([O:41][CH2:42][CH:43]2[CH2:45][CH2:44]2)[CH:32]=1)O.C(Cl)CCl>CN(C1C=CN=CC=1)C.C(Cl)Cl>[Cl:21][C:22]1[CH:23]=[N+:24]([O-:47])[CH:25]=[C:26]([Cl:46])[C:27]=1[CH2:28][C@@H:29]([C:31]1[CH:36]=[CH:35][C:34]([O:37][CH:38]([F:40])[F:39])=[C:33]([O:41][CH2:42][CH:43]2[CH2:45][CH2:44]2)[CH:32]=1)[O:17][C:16](=[O:18])[CH2:15][N:11]1[C:12]2[C:8](=[CH:7][C:6]([NH:5][S:2]([CH3:1])(=[O:3])=[O:4])=[CH:14][CH:13]=2)[C:9](=[O:20])[C:10]1=[O:19]. Procedure details: A mixture of 2-(5-(methylsulfonamido)-2,3-dioxoindolin-1-yl)acetic acid (141 mg, 0.473 mmol), (S)-3,5-dichloro-4-(2-(3-(cyclopropylmethoxy)-4-(difluoromethoxy)phenyl)-2-hydroxyethyl)pyridine 1-oxide (166 mg, 0.394 mmol), EDC (227 mg, 1.182 mmol) and DMAP (24.06 mg, 0.197 mmol) in DCM (25 ml) was stirred at room temperature overnight. The solvent was evaporated, DMF (10 ml) was added, and the resulting solution was stirred at 80° C. for 6 hours. DMAP (48.1 mg, 0.394 mmol) was added, and stirring ... Product: CC1CN(CC(N1C=1SC2=C(N1)C=CC(=C2)C(F)(F)F)C)CC=2C=C(C=CC2)CC(=O)O ([3-[3,5-dimethyl-4-(6-trifluoromethyl benzothiazole-2-yl)piperazine-1-ylmethyl]phenyl]acetic acid). Run at time 1 hour. Reported procedure: A mixture of [3-[3,5-dimethyl-4-(6-trifluoromethyl benzothiazole-2-yl)piperazine-1-ylmethyl]phenyl]acetic acid methyl ester (171 mg), 2N sodium hydroxide (1 mL) and methanol (2 mL) was stirred at room temperature for 1 hour. The mixture was neutralized with 2N hydrochloric acid and extracted with ethyl acetate. The solvent was evaporated under reduced pressure and the residue was purified by column chromatograph on silica gel to give the title compound (82 mg). Yield: 52%. Run in CO (methanol). Reactants: COC(CC1=CC(=CC=C1)CN1CC(N(C(C1)C)C=1SC2=C(N1)C=CC(=C2)C(F)(F)F)C)=O ([3-[3,5-dimethyl-4-(6-trifluoromethyl benzothiazole-2-yl)piperazine-1-ylmethyl]phenyl]acetic acid methyl ester), [OH-].[Na+] (sodium hydroxide), Cl (hydrochloric acid). Yield: 49.4%. Reaction SMILES: C[O:2][C:3](=[O:33])[CH2:4][C:5]1[CH:10]=[CH:9][CH:8]=[C:7]([CH2:11][N:12]2[CH2:17][CH:16]([CH3:18])[N:15]([C:19]3[S:20][C:21]4[CH:27]=[C:26]([C:28]([F:31])([F:30])[F:29])[CH:25]=[CH:24][C:22]=4[N:23]=3)[CH:14]([CH3:32])[CH2:13]2)[CH:6]=1.[OH-].[Na+].Cl>CO>[CH3:18][CH:16]1[N:15]([C:19]2[S:20][C:21]3[CH:27]=[C:26]([C:28]([F:31])([F:30])[F:29])[CH:25]=[CH:24][C:22]=3[N:23]=2)[CH:14]([CH3:32])[CH2:13][N:12]([CH2:11][C:7]2[CH:6]=[C:5]([CH2:4][C:3]([OH:33])=[O:2])[CH:10]=[CH:9][CH:8]=2)[CH2:17]1 |f:1.2|. The reactants are [N+](=O)([O-])C1=CC=C(C=C1)CCN1C(OCC1)=O (3-[2-(4-Nitro-phenyl)-ethyl]-oxazolidin-2-one), [H][H] (hydrogen). The reagents and catalysts are [Pd] (Pd/C). The solvent is CO (MeOH). The product is NC1=CC=C(C=C1)CCN1C(OCC1)=O (3-[2-(4-Amino-phenyl)-ethyl]-oxazolidin-2-one). As a reaction SMILES: [N+:1]([C:4]1[CH:9]=[CH:8][C:7]([CH2:10][CH2:11][N:12]2[CH2:16][CH2:15][O:14][C:13]2=[O:17])=[CH:6][CH:5]=1)([O-])=O.[H][H]>CO.[Pd]>[NH2:1][C:4]1[CH:9]=[CH:8][C:7]([CH2:10][CH2:11][N:12]2[CH2:16][CH2:15][O:14][C:13]2=[O:17])=[CH:6][CH:5]=1. Reported procedure: Pd/C 10% (500 mg) is added to a solution of the compound obtained in Step B (16.6 mmoles) in MeOH (100 ml). The reaction mixture is stirred at 50° C. under 4.5 bars of hydrogen for 4 hours. The catalyst is filtered off and then washed with MeOH. The filtrate is evaporated to dryness and the product obtained is triturated in 10 ml of MeOH. The solid obtained is filtered off and dried in vacuo at 40° C. overnight to yield the title product in the form of a white solid, which is used directly in th... Starting materials: O=C=O, [Li]CCCC, CC1CCC2(C)C(=CCC3C4CCC(=O)C4(C)CCC32)C1, CI, CCCCCC, CC(C)NC(C)C, ClC(Cl)(Cl)Cl, C1CCOC1. The product is CC1CCC2(C)C(=CCC3C4CC(C)C(=O)C4(C)CCC32)C1. Reaction SMILES: [C:13](=[O:14])=[O:15].[CH2:8]([Li:9])[CH2:10][CH2:11][CH3:12].[CH3:16][CH:17]1[CH2:18][C:19]2=[CH:20][CH2:21][CH:22]3[CH:23]4[CH2:24][CH2:25][C:26](=[O:36])[C:27]4([CH3:28])[CH2:29][CH2:30][CH:31]3[C:32]2([CH3:35])[CH2:33][CH2:34]1.[CH3:37][I:38].[CH3:44][CH2:45][CH2:46][CH2:47][CH2:48][CH3:49].[CH:1]([NH:2][CH:3]([CH3:4])[CH3:5])([CH3:6])[CH3:7].[Cl:50][C:51]([Cl:52])([Cl:53])[Cl:54].[O:39]1[CH2:40][CH2:41][CH2:42][CH2:43]1>>[C:13]1(=[O:15])[CH:25]([CH3:26])[CH2:24][CH:23]2[CH:22]3[CH2:21][CH:20]=[C:19]4[CH2:18][CH:17]([CH3:16])[CH2:34][CH2:33][C:32]4([CH3:35])[CH:31]3[CH2:30][CH2:29][C:27]12[CH3:28]. The reactants are C(CCC)[Li] (n-Butyllithium), [Cl-].[NH4+] (ammonium chloride), BrC1=CN=CS1 (5-bromothiazole), C(#N)C1=CC=C(C=C1)C(CC(=O)CC(C1=CC=C(C=C1)C#N)C1=CC=C(C=C1)F)C1=CC=C(C=C1)F ((4-cyanophenyl)-2-(4-fluorophenyl)ethyl ketone). Run in C(C)OCC (diethyl ether), C(C)OCC (diethyl ether). Run at time 2 hour. The product is C(#N)C1=CC=C(C=C1)C(CCC1=CC=C(C=C1)F)(O)C1=CN=CS1 (5-[1-(4-cyanophenyl)-3-(4-fluorophenyl)-1-hydroxypropyl]thiazole). Reaction SMILES: Br[C:2]1[S:6][CH:5]=[N:4][CH:3]=1.[CH2:7]([Li])[CH2:8][CH2:9][CH3:10].C(C1C=C[C:17]([CH:20](C2C=CC(F)=CC=2)[CH2:21][C:22]([CH2:24][CH:25]([C:34]2[CH:39]=[CH:38][C:37]([F:40])=[CH:36][CH:35]=2)C2C=CC(C#N)=CC=2)=[O:23])=CC=1)#N.[Cl-].[NH4+:49]>C(OCC)C>[C:7]([C:8]1[CH:17]=[CH:20][C:21]([C:22]([C:2]2[S:6][CH:5]=[N:4][CH:3]=2)([OH:23])[CH2:24][CH2:25][C:34]2[CH:35]=[CH:36][C:37]([F:40])=[CH:38][CH:39]=2)=[CH:10][CH:9]=1)#[N:49] |f:3.4|. Procedure details: 5-bromothiazole (1.66 g, 10 mmol) is dissolved in diethyl ether. n-Butyllithium (4.85 ml, 2.5 M) is added very slowly under nitrogen atmosphere at -60° C. After stirring for 20 minutes at -60° C. (4-cyanophenyl)-2-(4-fluorophenyl)ethyl ketone (2.5 g, 10 mmol) is added in diethyl ether at the same temperature and the stirring is continued for another 2 hours. The reaction mixture is allowed to warm to room temperature after which it is decomposed with saturated ammonium chloride solution. The die... Reaction SMILES: [C:1]([NH2:2])(=[O:3])[O:4][CH2:5][CH:6]([NH:7][C:8]([O:9][C:10]([CH3:11])([CH3:12])[CH3:13])=[O:14])[CH2:15][c:16]1[c:17]([F:22])[cH:18][cH:19][cH:20][cH:21]1.[C:24](=[O:25])([O-:26])[O-:27].[CH2:30]1[O:31][CH2:32][CH2:33][CH2:34]1.[ClH:23].[K+:28].[K+:29]>>[C:1]([NH2:2])(=[O:3])[O:4][CH2:5][CH:6]([NH2:7])[CH2:15][c:16]1[c:17]([F:22])[cH:18][cH:19][cH:20][cH:21]1.[ClH:23]. Starting materials: CC(C)(C)OC(=O)NC(COC(N)=O)Cc1ccccc1F, O=C([O-])[O-], C1CCOC1, Cl, [K+], [K+]. The product is NC(=O)OCC(N)Cc1ccccc1F, Cl. The reactants are ClCCl, COc1cccc(OC)c1C(=O)Cl, CN(C)c1ccncc1, CC1C(N)C(=O)N1OCc1ccccc1, Cc1ccccc1S(=O)(=O)[O-]. The product is COc1cccc(OC)c1C(=O)NC1C(=O)N(OCc2ccccc2)C1C. As a reaction SMILES: [CH2:40]([Cl:41])[Cl:42].[CH3:27][O:28][c:29]1[c:30]([C:31](=[O:32])[Cl:33])[c:34]([O:38][CH3:39])[cH:35][cH:36][cH:37]1.[CH3:43][N:44]([CH3:45])[c:46]1[cH:47][cH:48][n:49][cH:50][cH:51]1.[NH2:1][CH:2]1[C:3](=[O:15])[N:4]([O:7][CH2:8][c:9]2[cH:10][cH:11][cH:12][cH:13][cH:14]2)[CH:5]1[CH3:6].[c:16]1([CH3:17])[c:18]([S:19]([O-:20])(=[O:21])=[O:22])[cH:23][cH:24][cH:25][cH:26]1>>[NH:1]([CH:2]1[C:3](=[O:15])[N:4]([O:7][CH2:8][c:9]2[cH:10][cH:11][cH:12][cH:13][cH:14]2)[CH:5]1[CH3:6])[C:31]([c:30]1[c:29]([O:28][CH3:27])[cH:37][cH:36][cH:35][c:34]1[O:38][CH3:39])=[O:32].